From a dataset of the Open Reaction Database (ORD), a public repository of structured organic reaction records. describe an organic reaction: reactants, conditions, products, and yield Starting materials: FC(C1CCC(CC1)OC(N(C)[C@@H]1CNC[C@H]1C1=CC(=C(C=C1)Cl)Cl)=O)(F)F ([(3S,4R)-4-(3,4-dichloro-phenyl)-pyrrolidin-3-yl]-methyl-carbamic acid 4-trifluoromethyl-cyclohexyl ester), O1CCC(CC1)N1CCC(CC1)C(=O)O (1-(tetrahydro-pyran-4-yl)-piperidine-4-carboxylic acid). Yields the product FC(C1CCC(CC1)OC(N(C)[C@@H]1CN(C[C@H]1C1=CC(=C(C=C1)Cl)Cl)C(=O)C1CCN(CC1)C1CCOCC1)=O)(F)F ({(3S,4R)-4-(3,4-dichloro-phenyl)-1-[1-(tetrahydro-pyran-4-yl)-piperidine-4-carbonyl]-pyrrolidin-3-yl}-methyl-carbamic acid 4-trifluoromethyl-cyclohexyl ester). As a reaction SMILES: [F:1][C:2]([F:28])([F:27])[CH:3]1[CH2:8][CH2:7][CH:6]([O:9][C:10](=[O:26])[N:11]([C@H:13]2[C@H:17]([C:18]3[CH:23]=[CH:22][C:21]([Cl:24])=[C:20]([Cl:25])[CH:19]=3)[CH2:16][NH:15][CH2:14]2)[CH3:12])[CH2:5][CH2:4]1.[O:29]1[CH2:34][CH2:33][CH:32]([N:35]2[CH2:40][CH2:39][CH:38]([C:41](O)=[O:42])[CH2:37][CH2:36]2)[CH2:31][CH2:30]1>>[F:28][C:2]([F:1])([F:27])[CH:3]1[CH2:8][CH2:7][CH:6]([O:9][C:10](=[O:26])[N:11]([C@H:13]2[C@H:17]([C:18]3[CH:23]=[CH:22][C:21]([Cl:24])=[C:20]([Cl:25])[CH:19]=3)[CH2:16][N:15]([C:41]([CH:38]3[CH2:39][CH2:40][N:35]([CH:32]4[CH2:33][CH2:34][O:29][CH2:30][CH2:31]4)[CH2:36][CH2:37]3)=[O:42])[CH2:14]2)[CH3:12])[CH2:5][CH2:4]1. Procedure details: In analogy to the procedure described for the synthesis of example 44 (step c), the title compound {(3S,4R)-4-(3,4-dichloro-phenyl)-1-[1-(tetrahydro-pyran-4-yl)-piperidine-4-carbonyl]-pyrrolidin-3-yl}-methyl-carbamic acid 4-trifluoromethyl-cyclohexyl ester was prepared from [(3S,4R)-4-(3,4-dichloro-phenyl)-pyrrolidin-3-yl]-methyl-carbamic acid 4-trifluoromethyl-cyclohexyl ester instead of [(3S,4R)-4-(3,4-dichloro-phenyl)-pyrrolidin-3-yl]-methyl-carbamic acid 4-fluoro-phenyl ester using 1-(tetrah...